From a dataset of the Open Reaction Database (ORD), a public repository of structured organic reaction records. describe an organic reaction: reactants, conditions, products, and yield The reactants are [Cl-].OC1(CC1)[NH2+]C1(CC1)O (bis(1-hydroxycyclopropyl)-ammonium chloride), OC1(CC1)NC1(CC1)O (bis(1-hydroxycyclopropyl)-amine), Cl (HCl). Yields the product [Cl-].OC1(CC1)[NH3+] (1-hydroxycyclopropylammonium chloride), C(CC)(=O)O (propionic acid). As a reaction SMILES: [OH:1][C:2]1([NH:5][C:6]2([OH:9])[CH2:8][CH2:7]2)[CH2:4][CH2:3]1.[ClH:10].[Cl-].[OH:12]C1([NH2+]C2(O)CC2)CC1>>[Cl-:10].[OH:1][C:2]1([NH3+:5])[CH2:4][CH2:3]1.[C:6]([OH:9])(=[O:12])[CH2:8][CH3:7] |f:2.3,4.5|. Procedure details: To bis(1-hydroxycyclopropyl)-amine (50 mg) [W. J. M. van Tilborg, Thesis, Amsterdam 1971] in D2O is added a small excess of conc. HCl. The NMR-spectrum shows a singlet for bis(1-hydroxycyclopropyl)-ammonium chloride (δD 2O = 1.25 (s, 4H)). The sample is heated at 80° for 4 hr yielding 1-hydroxycyclopropylammonium chloride (δD 2O = 1.17 (s, 4H)) and propionic acid. (The decomposition is much faster at higher HCl concentrations). Evaporation gives, as an oil, 1-hydroxycyclopropylammonium chloride. Reactants: Cl (hydrochloric acid), C(CC(C)C)N (isoamylamine), ClCCCN1CCCCC1 (1-(3-chloropropyl)piperidine). The solvent is C(C)O (ethanol), C(C)O (ethanol). Conditions: temperature 120 celsius, time 8 hour. Product: Cl.Cl.CC(CCNCCCN1CCCCC1)C (1-[3-(3-methylbutylamino)propyl]piperidine dihydrochloride). Yield: 64.0%. As a reaction SMILES: [CH2:1]([NH2:6])[CH2:2][CH:3]([CH3:5])[CH3:4].[Cl:7][CH2:8][CH2:9][CH2:10][N:11]1[CH2:16][CH2:15][CH2:14][CH2:13][CH2:12]1.[ClH:17]>C(O)C>[ClH:7].[ClH:17].[CH3:4][CH:3]([CH3:5])[CH2:2][CH2:1][NH:6][CH2:8][CH2:9][CH2:10][N:11]1[CH2:16][CH2:15][CH2:14][CH2:13][CH2:12]1 |f:4.5.6|. Procedure details: A mixture of 23.2 ml of isoamylamine and 16.17 g of 1-(3-chloropropyl)piperidine was heated to 120° C. for 2 hours. The reaction mixture was then dissolved in 100 ml of ethanol. To this ethanol solution was added 17 ml of conc. hydrochloric acid. The mixture was allowed to stand overnight at room temperature. The precipitated crystals were collected, washed with ethanol, and dried to give 14.70 g of 1-[3-(3-methylbutylamino)propyl]piperidine dihydrochloride as a white crystalline product. The reactants are Clc1ncc(Br)cn1, [Li]CCCC, C1CCOC1, CC(=O)O, ClC(Cl)Cl, N#CC1=C(C#N)C(=O)C(Cl)=C(Cl)C1=O, ClCCl, c1ccc2sccc2c1. The product is Clc1ncc(Br)c(-c2cc3ccccc3s2)n1. Reaction SMILES: [Br:15][c:16]1[cH:17][n:18][c:19]([Cl:22])[n:20][cH:21]1.[CH2:1]([Li:2])[CH2:3][CH2:4][CH3:5].[CH2:41]1[O:42][CH2:43][CH2:44][CH2:45]1.[CH3:23][C:24](=[O:25])[OH:26].[CH:46]([Cl:47])([Cl:48])[Cl:49].[Cl:27][C:28]1=[C:39]([Cl:40])[C:37](=[O:38])[C:34]([C:35]#[N:36])=[C:31]([C:32]#[N:33])[C:29]1=[O:30].[Cl:50][CH2:51][Cl:52].[s:6]1[c:7]2[c:8]([cH:9][cH:10]1)[cH:11][cH:12][cH:13][cH:14]2>>[s:6]1[c:7]2[c:8]([cH:9][c:10]1-[c:17]1[c:16]([Br:15])[cH:21][n:20][c:19]([Cl:22])[n:18]1)[cH:11][cH:12][cH:13][cH:14]2. Reactants: O=C1NOC(=C1)[C@@H]1C[C@@H](N(CC1)C(=O)OC)CC1=C(C=CC=C1)C(F)(F)F ((2R,4S)-Methyl 4-(3-oxo-2,3-dihydroisoxazol-5-yl)-2-(2-(trifluoromethyl)benzyl)piperidine-1-carboxylate), Br (hydrogen bromide). Reaction conditions: time 8 hour. The product is FC(C1=C(C[C@@H]2NCC[C@@H](C2)C2=CC(NO2)=O)C=CC=C1)(F)F (5-((2R,4S)-2-(2-(trifluoromethyl)benzyl)piperidin-4-yl)isoxazol-3(2H)-one). Yield: 70.8%. As a reaction SMILES: [O:1]=[C:2]1[CH:6]=[C:5]([C@H:7]2[CH2:12][CH2:11][N:10](C(OC)=O)[C@@H:9]([CH2:17][C:18]3[CH:23]=[CH:22][CH:21]=[CH:20][C:19]=3[C:24]([F:27])([F:26])[F:25])[CH2:8]2)[O:4][NH:3]1.Br>>[F:27][C:24]([F:25])([F:26])[C:19]1[CH:20]=[CH:21][CH:22]=[CH:23][C:18]=1[CH2:17][C@H:9]1[CH2:8][C@@H:7]([C:5]2[O:4][NH:3][C:2](=[O:1])[CH:6]=2)[CH2:12][CH2:11][NH:10]1. Procedure details: (2R,4S)-Methyl 4-(3-oxo-2,3-dihydroisoxazol-5-yl)-2-(2-(trifluoromethyl)benzyl)piperidine-1-carboxylate (597 mg, 1.55 mmol) was dissolved in hydrogen bromide (33% in acetic acid, 10 mL, 57.10 mmol) and the mixture stirred at room temperature overnight. The solvent was evaporated and the residue purified by preparative HPLC (Instrument: FractionLynx III, Mobilphase: gradient 5-95% MeCN in 0.2% NH3, pH 10, Column: Xbridge Prep C18 5 μm OBD 19*150 mm) to yield 5-((2R,4S)-2-(2-(trifluoromethyl)benzy... The reactants are C(C)C1=NOC(=C1C=1NC2=CC=CC=C2C1)C (2-(3-ethyl-5-methyl-4-isoxazolyl)-indole), C(C)(=O)Cl (acetyl chloride). The reagents and catalysts are FC(S(=O)(=O)[O-])(F)F.[Ag+] (silver trifluoromethanesulfonate). The solvent is C(Cl)Cl (methylene chloride), C(Cl)Cl (methylene chloride). Reaction conditions: time 4 hour. Yields the product C(C)C1=NOC(=C1C=1NC2=CC=CC=C2C1C(C)=O)C (2-(3-ethyl-5-methyl-4-isoxazolyl)-3-acetyl indole). As a reaction SMILES: [CH2:1]([C:3]1[C:7]([C:8]2[NH:9][C:10]3[C:15]([CH:16]=2)=[CH:14][CH:13]=[CH:12][CH:11]=3)=[C:6]([CH3:17])[O:5][N:4]=1)[CH3:2].[C:18](Cl)(=[O:20])[CH3:19]>FC(F)(F)S([O-])(=O)=O.[Ag+].C(Cl)Cl>[CH2:1]([C:3]1[C:7]([C:8]2[NH:9][C:10]3[C:15]([C:16]=2[C:18](=[O:20])[CH3:19])=[CH:14][CH:13]=[CH:12][CH:11]=3)=[C:6]([CH3:17])[O:5][N:4]=1)[CH3:2] |f:2.3|. Procedure details: A solution of 33.5 g. (0.148 mole) of 2-(3-ethyl-5-methyl-4-isoxazolyl)-indole in 450 ml. methylene chloride is treated by the portionwise addition of 41.8 g. (0.163 mole) of silver trifluoromethanesulfonate. The resulting suspension is then treated by the dropwise addition of 12.8 g. (0.163 mole) of acetyl chloride in 50 ml. methylene chloride. The temperature rises to 35° C. during the addition. After the addition is complete the mixture is stirred at room temperature for 4 hours and then filt... Starting materials: CCO, Nc1cc(-n2ccc(=O)cc2)c(Cl)cc1[N+](=O)[O-], Cl, [Fe], O. Product: Nc1cc(Cl)c(-n2ccc(=O)cc2)cc1N. As a reaction SMILES: [CH3:22][CH2:23][OH:24].[Cl:1][c:2]1[c:3](-[n:12]2[cH:13][cH:14][c:15](=[O:18])[cH:16][cH:17]2)[cH:4][c:5]([NH2:6])[c:7]([N+:9]([O-:10])=[O:11])[cH:8]1.[ClH:20].[Fe:21].[OH2:19]>>[Cl:1][c:2]1[c:3](-[n:12]2[cH:13][cH:14][c:15](=[O:18])[cH:16][cH:17]2)[cH:4][c:5]([NH2:6])[c:7]([NH2:9])[cH:8]1. The reactants are [F-].C(CCC)[N+](CCCC)(CCCC)CCCC.C1CCOC1 (tetrabutylammonium fluoride THF), BrC=1C=CC(=C(C1)N)F (5-bromo-2-fluoro-phenylamine), N,N-dimethylamino-4-pyridine, CS(=O)(=O)Cl (methanesulfonyl chloride), O (H2O). Run in [Cl-].[Na+].O (brine), C(Cl)Cl (CH2Cl2), N1=CC=CC=C1 (pyridine). Run at time 4 hour. Product: BrC=1C=CC(=C(C1)NS(=O)(=O)C)F (N-(5-Bromo-2-fluoro-phenyl)-methanesulfonamide). The yield is 38.9%. As a reaction SMILES: [Br:1][C:2]1[CH:3]=[CH:4][C:5]([F:9])=[C:6]([NH2:8])[CH:7]=1.[CH3:10][S:11](Cl)(=[O:13])=[O:12].[F-].C([N+](CCCC)(CCCC)CCCC)CCC.C1COCC1.O>C(Cl)Cl.N1C=CC=CC=1.[Cl-].[Na+].O>[Br:1][C:2]1[CH:3]=[CH:4][C:5]([F:9])=[C:6]([NH:8][S:11]([CH3:10])(=[O:13])=[O:12])[CH:7]=1 |f:2.3.4,8.9.10|. Procedure details: Dissolve 5-bromo-2-fluoro-phenylamine (1.40 g, 7.37 mmol), N,N-dimethylamino-4-pyridine (90 mg, 0.737 mmol), and methanesulfonyl chloride (1.69 g, 14.74 mmol) in CH2Cl2 (10 mL) and pyridine (10 mL). Stir under N2 for 4 h and concentrate in-vacuo. Dilute residue with 1.00N aqueous HCl (20 mL) and extract into ethyl acetate. Dry (MgSO4) and concentrate organics to a yellow solid. Dissolve in THF (20 mL) and add 1.0M tetrabutylammonium fluoride/THF (4.83 mL, 4.83 mmol). Heat to reflux for 3 h, then...